This data is from the Open Reaction Database (ORD), a public repository of structured organic reaction records. The task is: describe an organic reaction: reactants, conditions, products, and yield Reactants: CC1(c2ccnc(COS(C)(=O)=O)c2)OCCO1, CCN(C(C)C)C(C)C, O=[N+]([O-])c1cn[nH]n1, N#N, CN(C)C=O, O. The product is CC1(c2ccnc(Cn3ncc([N+](=O)[O-])n3)c2)OCCO1. Reaction SMILES: [CH3:3][C:4]1([c:9]2[cH:10][c:11]([CH2:15][O:16][S:17]([CH3:18])(=[O:19])=[O:20])[n:12][cH:13][cH:14]2)[O:5][CH2:6][CH2:7][O:8]1.[CH:29]([N:30]([CH2:31][CH3:32])[CH:33]([CH3:34])[CH3:35])([CH3:36])[CH3:37].[N+:21](=[O:22])([O-:23])[c:24]1[n:25][nH:26][n:27][cH:28]1.[N:1]#[N:2].[O:38]=[CH:39][N:40]([CH3:41])[CH3:42].[OH2:43]>>[CH3:3][C:4]1([c:9]2[cH:10][c:11]([CH2:15][n:26]3[n:25][c:24]([N+:21](=[O:22])[O-:23])[cH:28][n:27]3)[n:12][cH:13][cH:14]2)[O:5][CH2:6][CH2:7][O:8]1.